Dataset: the Open Reaction Database (ORD), a public repository of structured organic reaction records. Task: describe an organic reaction: reactants, conditions, products, and yield Starting materials: BrCC (bromoethane), FC(C(=O)O)(F)F (Trifluoroacetic acid), FC(C(=O)O)(F)F (trifluoroacetic acid), ClC=1C=C(NC2=NC=NC3=CC(=CC(=C23)OC[C@@H]2N(CCC2)C(=O)OC(C)(C)C)O)C=CC1F (tert-butyl (2R)-2-[({4-[3-chloro-4-fluoroanilino]-7-hydroxy-quinazolin-5-yl}oxy)methyl]pyrrolidine-1-carboxylate), C([O-])([O-])=O.[K+].[K+] (potassium carbonate), C(O)([O-])=O.[Na+] (sodium hydrogen carbonate). The solvent is CC(=O)N(C)C (DMA). Reaction conditions: temperature 40 celsius, time 4 hour. Product: ClC=1C=C(NC2=NC=NC3=CC(=CC(=C23)OC[C@@H]2N(CCC2)C(CO)=O)OCC)C=CC1F (2-{(2R)-2-[({4-[3-Chloro-4-fluoroanilino]-7-ethoxyquinazolin-5-yl}oxy)methyl]-pyrrolidin-1-yl}-2-oxoethanol). RXN SMILES: [Cl:1][C:2]1[CH:3]=[C:4]([CH:31]=[CH:32][C:33]=1[F:34])[NH:5][C:6]1[C:15]2[C:10](=[CH:11][C:12]([OH:30])=[CH:13][C:14]=2[O:16][CH2:17][C@H:18]2[CH2:22][CH2:21][CH2:20][N:19]2[C:23](OC(C)(C)C)=[O:24])[N:9]=[CH:8][N:7]=1.Br[CH2:36][CH3:37].[C:38](=O)([O-])[O-:39].[K+].[K+].FC(F)(F)C(O)=O.C(=O)([O-])O.[Na+]>CC(N(C)C)=O>[Cl:1][C:2]1[CH:3]=[C:4]([CH:31]=[CH:32][C:33]=1[F:34])[NH:5][C:6]1[C:15]2[C:10](=[CH:11][C:12]([O:30][CH2:36][CH3:37])=[CH:13][C:14]=2[O:16][CH2:17][C@H:18]2[CH2:22][CH2:21][CH2:20][N:19]2[C:23](=[O:24])[CH2:38][OH:39])[N:9]=[CH:8][N:7]=1 |f:2.3.4,6.7|. Reported procedure: The crude tert-butyl (2R)-2-[({4-[3-chloro-4-fluoroanilino]-7-hydroxy-quinazolin-5-yl}oxy)methyl]pyrrolidine-1-carboxylate (120 mg) was dissolved in DMA (1 ml), and bromoethane (27 μl) and potassium carbonate (68 mg) were each added in one portion. The reaction mixture was heated at 40° C. for 16 hours and then cooled to room temperature. Trifluoroacetic acid (0.5 ml) was then added and the reaction mixture was stirred for 4 hours at room temperature. Further trifluoroacetic acid (1 ml) was adde... The product is C(CC)C1=CC=C(C=C1)B(O)O (4-propylphenyl boronic acid). Procedure details: To a suspension of magnesium shavings (21 7 mg, 8.9 mmol) in 3 mL of dry tetrahydrofuran under argon, a crystal of iodine along with a solution of 4-bromopropylbenzene (1.69 g, 8.5 mmol) dissolved in 6 mL of tetrahydrofuran was added at such a rate that a gentle reflux was maintained. The solution was refluxed for an additional 0.5 h, cooled to room temperature and added in portions over 10 min to a solution of trimethylborate (924 mg, 8.9 mmol) previously dissolved in 4 mL of dry ether at -78° ... Solvent: CCOCC (ether), O1CCCC1 (tetrahydrofuran), O1CCCC1 (tetrahydrofuran). Run at time 30 minute. The reactants are COB(OC)OC (trimethylborate), [Mg] (magnesium), II (iodine), BrCCCC1=CC=CC=C1 (4-bromopropylbenzene). RXN SMILES: [Mg].II.Br[CH2:5][CH2:6][CH2:7][C:8]1[CH:13]=[CH:12][CH:11]=[CH:10][CH:9]=1.C[O:15][B:16](OC)[O:17]C>O1CCCC1.CCOCC>[CH2:7]([C:8]1[CH:13]=[CH:12][C:11]([B:16]([OH:17])[OH:15])=[CH:10][CH:9]=1)[CH2:6][CH3:5]. The reactants are CCOC(C)=O, COC(=O)c1ccc2c(C3CCCCC3)c(-c3ccccc3O)[nH]c2c1, [Cs+], [F-], O=[N+]([O-])c1cccc(S(=O)(=O)OCC2CO2)c1, CN(C)C=O. Yields the product COC(=O)c1ccc2c(C3CCCCC3)c(-c3ccccc3OCC3CO3)[nH]c2c1. RXN SMILES: [CH3:51][CH2:52][O:53][C:54]([CH3:55])=[O:56].[CH:1]1([c:7]2[c:8](-[c:20]3[c:21]([OH:26])[cH:22][cH:23][cH:24][cH:25]3)[nH:9][c:10]3[cH:11][c:12]([C:16](=[O:17])[O:18][CH3:19])[cH:13][cH:14][c:15]23)[CH2:2][CH2:3][CH2:4][CH2:5][CH2:6]1.[Cs+:28].[F-:27].[N+:29]([c:30]1[cH:31][c:32]([S:33]([O:34][CH2:42][CH:43]2[CH2:44][O:45]2)(=[O:35])=[O:36])[cH:37][cH:38][cH:39]1)([O-:40])=[O:41].[O:46]=[CH:47][N:48]([CH3:49])[CH3:50]>>[CH:1]1([c:7]2[c:8](-[c:20]3[c:21]([O:26][CH2:42][CH:43]4[CH2:44][O:45]4)[cH:22][cH:23][cH:24][cH:25]3)[nH:9][c:10]3[cH:11][c:12]([C:16](=[O:17])[O:18][CH3:19])[cH:13][cH:14][c:15]23)[CH2:2][CH2:3][CH2:4][CH2:5][CH2:6]1. Starting materials: [H][H] (hydrogen), CC=1C=C(C=C2CN(C(C12)=O)CC1=CC=C(C=C1)OC1=CC=CC=C1)C#CCN1CCN(CC1)C (7-methyl-5-[3-(4-methyl-piperazin-1-yl)-prop-1-ynyl)-2-(4-phenoxy-benzyl)-2,3-dihydro-isoindol-1-one), C(Cl)(Cl)Cl.CO (CHCl3 MeOH). Reagents/catalysts: [C].[Pd] (palladium-carbon). Run in C(C)O (ethanol). Yields the product CC=1C=C(C=C2CN(C(C12)=O)CC1=CC=C(C=C1)OC1=CC=CC=C1)CCCN1CCN(CC1)C (7-Methyl-5-[3-(4-methyl-piperazin-1-yl)-propyl]-2-(4-phenoxy-benzyl)-2,3-dihydro-isoindol-1-one). Isolated yield 108.4%. RXN SMILES: [CH3:1][C:2]1[CH:3]=[C:4]([C:26]#[C:27][CH2:28][N:29]2[CH2:34][CH2:33][N:32]([CH3:35])[CH2:31][CH2:30]2)[CH:5]=[C:6]2[C:10]=1[C:9](=[O:11])[N:8]([CH2:12][C:13]1[CH:18]=[CH:17][C:16]([O:19][C:20]3[CH:25]=[CH:24][CH:23]=[CH:22][CH:21]=3)=[CH:15][CH:14]=1)[CH2:7]2.[H][H].C(Cl)(Cl)Cl.CO>C(O)C.[C].[Pd]>[CH3:1][C:2]1[CH:3]=[C:4]([CH2:26][CH2:27][CH2:28][N:29]2[CH2:34][CH2:33][N:32]([CH3:35])[CH2:31][CH2:30]2)[CH:5]=[C:6]2[C:10]=1[C:9](=[O:11])[N:8]([CH2:12][C:13]1[CH:14]=[CH:15][C:16]([O:19][C:20]3[CH:25]=[CH:24][CH:23]=[CH:22][CH:21]=3)=[CH:17][CH:18]=1)[CH2:7]2 |f:2.3,5.6|. Procedure: A mixture of 7-methyl-5-[3-(4-methyl-piperazin-1-yl)-prop-1-ynyl)-2-(4-phenoxy-benzyl)-2,3-dihydro-isoindol-1-one (0.056 g, 0.11 mmol) and 10% palladium-carbon (0.015 g) in ethanol (25 mL) was reduced under 45 p.s.i. hydrogen. Workup and silica gel column chromatography using 5:1 CHCl3-MeOH afforded 7-Methyl-5-[3-(4-methyl-piperazin-1-yl)-propyl]-2-(4-phenoxy-benzyl)-2,3-dihydro-isoindol-1-one (0.056 g, 100%). 1H NMR (300 MHz, CDCl3): δ (ppm) 1.79 (m, 2H), 2.23-2.66 (m, 18H), 4.18 (s, 2H), 4.72 ... Reactants: O=C1C=C(OC2=C1C=C1C=CC(=NC1=C2CCC)C(=O)O)C(=O)O (4-Oxo-10-propyl-4H-pyrano[3,2-g]quinoline-2,8-dicarboxylic acid), C([O-])(O)=O.[Na+] (sodium bicarbonate). The solvent is O (water). Yields the product O=C1C=C(OC2=C1C=C1C=CC(=NC1=C2CCC)C(=O)[O-])C(=O)[O-].[Na+].[Na+] (Disodium 4-oxo-10-propyl-4H-pyrano[3,2-g]quinoline-2,8-dicarboxylate). Isolated yield 94.7%. RXN SMILES: [O:1]=[C:2]1[C:7]2[CH:8]=[C:9]3[C:14](=[C:15]([CH2:16][CH2:17][CH3:18])[C:6]=2[O:5][C:4]([C:22]([OH:24])=[O:23])=[CH:3]1)[N:13]=[C:12]([C:19]([OH:21])=[O:20])[CH:11]=[CH:10]3.C(=O)(O)[O-].[Na+:29]>O>[O:1]=[C:2]1[C:7]2[CH:8]=[C:9]3[C:14](=[C:15]([CH2:16][CH2:17][CH3:18])[C:6]=2[O:5][C:4]([C:22]([O-:24])=[O:23])=[CH:3]1)[N:13]=[C:12]([C:19]([O-:21])=[O:20])[CH:11]=[CH:10]3.[Na+:29].[Na+:29] |f:1.2,4.5.6|. Procedure details: The product of step (c) (hemihydrate 0.629 g) and sodium bicarbonate (0.3145 g) were stirred in water (70 mls) until a complete solution was formed. The solution was filtered and the filtrate freeze dried to give 0.658 g of the desired salt.